This data is from the Open Reaction Database (ORD), a public repository of structured organic reaction records. The task is: describe an organic reaction: reactants, conditions, products, and yield Reactants: CC(C)C[Al+]CC(C)C, ClCCl, CCOC(=O)Cc1ccc(C)cc1, Cc1ccccc1, [H-]. Product: Cc1ccc(CC=O)cc1. Reaction SMILES: [CH2:15]([Al+:16][CH2:17][CH:18]([CH3:19])[CH3:20])[CH:21]([CH3:22])[CH3:23].[CH2:31]([Cl:32])[Cl:33].[CH3:1][c:2]1[cH:3][cH:4][c:5]([CH2:8][C:9](=[O:10])[O:11][CH2:12][CH3:13])[cH:6][cH:7]1.[CH3:24][c:25]1[cH:26][cH:27][cH:28][cH:29][cH:30]1.[H-:14]>>[CH3:1][c:2]1[cH:3][cH:4][c:5]([CH2:8][CH:9]=[O:10])[cH:6][cH:7]1. The reactants are COc1cccc(S(=O)(=O)Cl)c1, CCCCCN1C(=O)C(C)(C)c2cc3[nH]c(CN)nc3cc21. Product: CCCCCN1C(=O)C(C)(C)c2cc3[nH]c(CNS(=O)(=O)c4cccc(OC)c4)nc3cc21. Reaction SMILES: [CH3:23][O:24][c:25]1[cH:26][c:27]([S:31](=[O:32])(=[O:33])[Cl:34])[cH:28][cH:29][cH:30]1.[NH2:1][CH2:2][c:3]1[n:4][c:5]2[c:6]([cH:7][c:8]3[c:12]([cH:13]2)[N:11]([CH2:14][CH2:15][CH2:16][CH2:17][CH3:18])[C:10](=[O:19])[C:9]3([CH3:20])[CH3:21])[nH:22]1>>[NH:1]([CH2:2][c:3]1[n:4][c:5]2[c:6]([cH:7][c:8]3[c:12]([cH:13]2)[N:11]([CH2:14][CH2:15][CH2:16][CH2:17][CH3:18])[C:10](=[O:19])[C:9]3([CH3:20])[CH3:21])[nH:22]1)[S:31]([c:27]1[cH:26][c:25]([O:24][CH3:23])[cH:30][cH:29][cH:28]1)(=[O:32])=[O:33]. The reagents and catalysts are C1=CC=C(C=C1)P([C-]2C=CC=C2)C3=CC=CC=C3.C1=CC=C(C=C1)P([C-]2C=CC=C2)C3=CC=CC=C3.Cl[Pd]Cl.[Fe+2].C(Cl)Cl (PdCl2(dppf) DCM). Reported procedure: To a solution of 3-[(S)-1-((R)-7-bromo-4-methyl-3-oxo-2,3,4,10-tetrahydro-9-oxa-1,2,4a-triaza-phenanthren-6-yl)-ethyl]-3-methyl-azetidine-1-carboxylic acid tert-butyl ester (Example #133, Step D, 0.08 g, 0.162 mmol), (2-fluorophenyl)boronic acid (0.027 g, 0.195 mmol) and sodium carbonate (0.034 g, 0.324 mmol) in 1,4-dioxane (2.0 mL) and water (0.5 mL) was added PdCl2(dppf)-DCM adduct (0.013 g, 0.016 mmol) and the reaction mixture was stirred at 90° C. overnight. The reaction mixture was cooled t... The yield is 100.7%. Conditions: temperature 90 celsius, time 8 hour. Solvent: O1CCOCC1 (1,4-dioxane), O (water). Product: C(C)(C)(C)OC(=O)N1CC(C1)(C)[C@H](C)C=1C=C2N3[C@@H](C(NN=C3COC2=CC1C1=C(C=CC=C1)F)=O)C (3-{(R)-1-[(R)-7-(2-fluoro-phenyl)-4-methyl-3-oxo-2,3,4,10-tetrahydro-9-oxa-1,2,4a-triaza-phenanthren-6-yl]-ethyl}-3-methyl-azetidine-1-carboxylic acid tert-butyl ester). The reactants are C(C)(C)(C)OC(=O)N1CC(C1)(C)[C@@H](C)C=1C=C2N3[C@@H](C(NN=C3COC2=CC1Br)=O)C (3-[(R)-1-((R)-7-bromo-4-methyl-3-oxo-2,3,4,10-tetrahydro-9-oxa-1,2,4a-triaza-phenanthren-6-yl)-ethyl]-3-methyl-azetidine-1-carboxylic acid tert-butyl ester), FC1=C(C=CC=C1)B(O)O ((2-fluorophenyl)boronic acid), C([O-])([O-])=O.[Na+].[Na+] (sodium carbonate). As a reaction SMILES: [C:1]([O:5][C:6]([N:8]1[CH2:11][C:10]([C@H:13]([C:15]2[CH:16]=[C:17]3[C:26](=[CH:27][C:28]=2Br)[O:25][CH2:24][C:23]2[N:18]3[C@H:19]([CH3:31])[C:20](=[O:30])[NH:21][N:22]=2)[CH3:14])([CH3:12])[CH2:9]1)=[O:7])([CH3:4])([CH3:3])[CH3:2].[F:32][C:33]1[CH:38]=[CH:37][CH:36]=[CH:35][C:34]=1B(O)O.C(=O)([O-])[O-].[Na+].[Na+]>O1CCOCC1.O.C1C=CC(P(C2C=CC=CC=2)[C-]2C=CC=C2)=CC=1.C1C=CC(P(C2C=CC=CC=2)[C-]2C=CC=C2)=CC=1.Cl[Pd]Cl.[Fe+2].C(Cl)Cl>[C:1]([O:5][C:6]([N:8]1[CH2:11][C:10]([C@@H:13]([C:15]2[CH:16]=[C:17]3[C:26](=[CH:27][C:28]=2[C:34]2[CH:35]=[CH:36][CH:37]=[CH:38][C:33]=2[F:32])[O:25][CH2:24][C:23]2[N:18]3[C@H:19]([CH3:31])[C:20](=[O:30])[NH:21][N:22]=2)[CH3:14])([CH3:12])[CH2:9]1)=[O:7])([CH3:4])([CH3:3])[CH3:2] |f:2.3.4,7.8.9.10.11|. Reactants: Cn1cc(Br)c2c(N)ncnc21, C1COCCO1, CC(C)(C)OC(=O)N1CCc2c1ccc(B1OC(C)(C)C(C)(C)O1)c2F, [K+], [K+], [K+], O=C(C=Cc1ccccc1)C=Cc1ccccc1, O=C(C=Cc1ccccc1)C=Cc1ccccc1, O=C(C=Cc1ccccc1)C=Cc1ccccc1, O, O=P([O-])([O-])[O-], [Pd], [Pd]. Yields the product Cn1cc(-c2ccc3c(c2F)CCN3C(=O)OC(C)(C)C)c2c(N)ncnc21. Reaction SMILES: [Br:1][c:2]1[cH:3][n:4]([CH3:12])[c:5]2[n:6][cH:7][n:8][c:9]([NH2:11])[c:10]12.[CH2:47]1[O:48][CH2:49][CH2:50][O:51][CH2:52]1.[F:13][c:14]1[c:15]2[c:19]([cH:20][cH:21][c:22]1[B:23]1[O:24][C:25]([CH3:26])([CH3:27])[C:28]([CH3:29])([CH3:30])[O:31]1)[N:18]([C:32](=[O:33])[O:34][C:35]([CH3:36])([CH3:37])[CH3:38])[CH2:17][CH2:16]2.[K+:44].[K+:45].[K+:46].[O:56]=[C:57]([CH:58]=[CH:59][c:60]1[cH:61][cH:62][cH:63][cH:64][cH:65]1)[CH:66]=[CH:67][c:68]1[cH:69][cH:70][cH:71][cH:72][cH:73]1.[O:74]=[C:75]([CH:76]=[CH:77][c:78]1[cH:79][cH:80][cH:81][cH:82][cH:83]1)[CH:84]=[CH:85][c:86]1[cH:87][cH:88][cH:89][cH:90][cH:91]1.[O:92]=[C:93]([CH:94]=[CH:95][c:96]1[cH:97][cH:98][cH:99][cH:100][cH:101]1)[CH:102]=[CH:103][c:104]1[cH:105][cH:106][cH:107][cH:108][cH:109]1.[OH2:53].[P:39]([O-:40])([O-:41])([O-:42])=[O:43].[Pd:54].[Pd:55]>>[c:2]1(-[c:22]2[c:14]([F:13])[c:15]3[c:19]([cH:20][cH:21]2)[N:18]([C:32](=[O:33])[O:34][C:35]([CH3:36])([CH3:37])[CH3:38])[CH2:17][CH2:16]3)[cH:3][n:4]([CH3:12])[c:5]2[n:6][cH:7][n:8][c:9]([NH2:11])[c:10]12. The reactants are C=1C=CC2=C(C1)N=NN2O (HOBt), C(CCl)Cl (EDC), 3-Alanine methyl ester HCl salt, CCN(C(C)C)C(C)C (Hunig's base), COC(=O)C=1C(=C2C=C(C(N(C2=C(N1)C=1N=CSC1)CC1=CC=CC=C1)=O)C1=CC=CC=C1)O (1-benzyl-5-hydroxy-2-oxo-3-phenyl-8-thiazol-4-yl-1,2-dihydro-[1,7]naphthyridine-6-carboxylic acid methyl ester), [OH-].[Na+] (NaOH), CCOC(=O)C (EtOAc). The solvent is C(Cl)Cl (CH2Cl2), C1CCOC1 (THF), CO (MeOH). Conditions: time 8 hour. The product is COC(CCNC(=O)C=1C(=C2C=C(C(N(C2=C(N1)C=1N=CSC1)CC1=CC=CC=C1)=O)C1=CC=CC=C1)O)=O (3-[(1-Benzyl-5-hydroxy-2-oxo-3-phenyl-8-thiazol-4-yl-1,2-dihydro-[1,7]naphthyridine-6-carbonyl)-amino]-propionic acid methyl ester). Reaction SMILES: CO[C:3]([C:5]1[C:6]([OH:34])=[C:7]2[C:12](=[C:13]([C:15]3[N:16]=[CH:17][S:18][CH:19]=3)[N:14]=1)[N:11]([CH2:20][C:21]1[CH:26]=[CH:25][CH:24]=[CH:23][CH:22]=1)[C:10](=[O:27])[C:9]([C:28]1[CH:33]=[CH:32][CH:31]=[CH:30][CH:29]=1)=[CH:8]2)=[O:4].[OH-].[Na+].C1C=CC2N(O)N=[N:43][C:41]=2C=1.C(Cl)CCl.CCN(C(C)C)C(C)C.C[CH2:61][O:62][C:63]([CH3:65])=[O:64]>C(Cl)Cl.C1COCC1.CO>[CH3:61][O:62][C:63](=[O:64])[CH2:65][CH2:41][NH:43][C:3]([C:5]1[C:6]([OH:34])=[C:7]2[C:12](=[C:13]([C:15]3[N:16]=[CH:17][S:18][CH:19]=3)[N:14]=1)[N:11]([CH2:20][C:21]1[CH:26]=[CH:25][CH:24]=[CH:23][CH:22]=1)[C:10](=[O:27])[C:9]([C:28]1[CH:29]=[CH:30][CH:31]=[CH:32][CH:33]=1)=[CH:8]2)=[O:4] |f:1.2|. Procedure: A mixture of 1-benzyl-5-hydroxy-2-oxo-3-phenyl-8-thiazol-4-yl-1,2-dihydro-[1,7]naphthyridine-6-carboxylic acid methyl ester (64 mg, 0.14 mmol), 2 M NaOH (3 mL), MeOH (3 mL) and THF (3 mL) was stirred at r.t. overnight. The mixture was concentrated to approximately one-third of its original volume, and the resulting mixture was acidified to pH about 3-4 and extracted with EtOAc. The organic layer was dried over MgSO4 and concentrated. To the residue were then added HOBt (30 mg, 0.22 mmol), CH2Cl2... The reactants are COC(=O)c1cn(-c2ccnc3cc(OC)ccc23)c2ccccc12, [Li+], C1CCOC1, [OH-], O, O. Yields the product COc1ccc2c(-n3cc(C(=O)O)c4ccccc43)ccnc2c1. Reaction SMILES: [CH3:4][O:5][C:6](=[O:7])[c:8]1[cH:9][n:10](-[c:17]2[cH:18][cH:19][n:20][c:21]3[cH:22][c:23]([O:27][CH3:28])[cH:24][cH:25][c:26]23)[c:11]2[cH:12][cH:13][cH:14][cH:15][c:16]12.[Li+:3].[O:29]1[CH2:30][CH2:31][CH2:32][CH2:33]1.[OH-:2].[OH2:1].[OH2:34]>>[O:5]=[C:6]([OH:7])[c:8]1[cH:9][n:10](-[c:17]2[cH:18][cH:19][n:20][c:21]3[cH:22][c:23]([O:27][CH3:28])[cH:24][cH:25][c:26]23)[c:11]2[cH:12][cH:13][cH:14][cH:15][c:16]12. The reactants are [OH-].[K+] (potassium hydroxide), S1N=NC=C1C(=O)OCC (ethyl 1,2,3-thiadiazole-5-carboxylate). Run in O (water), C(C)O (ethanol). Reaction conditions: temperature 23 celsius, time 2 hour. Yields the product S1N=NC=C1C(=O)[O-].[K+] (potassium 1,2,3-thiadiazole-5-carboxylate). Reaction SMILES: [OH-].[K+:2].[S:3]1[C:7]([C:8]([O:10]CC)=[O:9])=[CH:6][N:5]=[N:4]1>O.C(O)C>[S:3]1[C:7]([C:8]([O-:10])=[O:9])=[CH:6][N:5]=[N:4]1.[K+:2] |f:0.1,5.6|. Procedure: A solution of potassium hydroxide (3.30 g.) in water (7 ml.) was added to a solution of ethyl 1,2,3-thiadiazole-5-carboxylate (8.00 g.) in ethanol (25 ml.). The mixture was stirred at 23° C. for 2 hours, and then was worked up to yield potassium 1,2,3-thiadiazole-5-carboxylate. A suspension of this salt (3.00 g.) in toluene (25 ml.) was treated at 0° C. with oxalyl chloride (1.6 ml.), stirred at 0° C. for 1 hour, and then was worked up to yield 1,2,3-thiadiazole-5-carbonyl chloride.